This data is from the Open Reaction Database (ORD), a public repository of structured organic reaction records. The task is: describe an organic reaction: reactants, conditions, products, and yield Product: C(#N)N=C(NC=1C(=NC=CC1)OC)N (N″-cyano-N-(2-methoxy-3-pyridinyl)guanidine). Reaction SMILES: [NH2:1][C:2]1[C:3]([O:8][CH3:9])=[N:4][CH:5]=[CH:6][CH:7]=1.[N-:10]([C:13]#[N:14])[C:11]#[N:12].[Na+]>>[C:11]([N:10]=[C:13]([NH2:14])[NH:1][C:2]1[C:3]([O:8][CH3:9])=[N:4][CH:5]=[CH:6][CH:7]=1)#[N:12] |f:1.2|. Procedure details: A solution of 3-amino-2-methoxypyridine and sodium dicyanamide was processed as described in Example 71 A to provide the desired product. The reactants are NC=1C(=NC=CC1)OC (3-amino-2-methoxypyridine), [N-](C#N)C#N.[Na+] (sodium dicyanamide). Reactants: BrC=1C=C(C=CC1O)C=CC(=O)OCC (ethyl 3-(3-bromo-4-hydroxyphenyl)acrylate), COC1=CC=C(COC=2C(=CC=3C(CCC(C3C2)(C)C)(C)C)B(O)O)C=C1 (3-(4-methoxybenzyloxy)-5,5,8,8-tetramethyl-5,6,7,8-tetrahydro-2-naphthylboronic acid). Product: OC1=C(C=C(C=C1)C=CC(=O)O)C1=CC=2C(CCC(C2C=C1OCC1=CC=C(C=C1)OC)(C)C)(C)C (3-{4-hydroxy-3-[3-(4-methoxybenzyloxy)-5,5,8,8-tetramethyl-5,6,7,8-tetrahydro-2-naphthyl]phenyl}acrylic Acid). Isolated yield 51.7%. As a reaction SMILES: Br[C:2]1[CH:3]=[C:4]([CH:9]=[CH:10][C:11]([O:13]CC)=[O:12])[CH:5]=[CH:6][C:7]=1[OH:8].[CH3:16][O:17][C:18]1[CH:42]=[CH:41][C:21]([CH2:22][O:23][C:24]2[C:25](B(O)O)=[CH:26][C:27]3[C:28]([CH3:37])([CH3:36])[CH2:29][CH2:30][C:31]([CH3:35])([CH3:34])[C:32]=3[CH:33]=2)=[CH:20][CH:19]=1>>[OH:8][C:7]1[CH:2]=[CH:3][C:4]([CH:9]=[CH:10][C:11]([OH:13])=[O:12])=[CH:5][C:6]=1[C:25]1[C:24]([O:23][CH2:22][C:21]2[CH:41]=[CH:42][C:18]([O:17][CH3:16])=[CH:19][CH:20]=2)=[CH:33][C:32]2[C:31]([CH3:35])([CH3:34])[CH2:30][CH2:29][C:28]([CH3:37])([CH3:36])[C:27]=2[CH:26]=1. Reported procedure: In a manner similar to that of Example 1(c), by reaction of 1.0 g (3.7 mmol) of ethyl 3-(3-bromo-4-hydroxyphenyl)acrylate obtained in Example 34(d) with 2.0 g (5.5 mmol) of 3-(4-methoxybenzyloxy)-5,5,8,8-tetramethyl-5,6,7,8-tetrahydro-2-naphthylboronic acid obtained above, 930 mg (49%) of the expected compound were obtained in the form of a colorless oil. Reaction SMILES: [Cl:1][C:2]1[CH:3]=[C:4]([CH2:17][C:18]([OH:20])=O)[C:5]2[C:6]([CH:16]=1)=[C:7]([C:10]1[CH:15]=[CH:14][CH:13]=[CH:12][CH:11]=1)[O:8][N:9]=2.[NH:21]1[CH2:26][CH2:25][NH:24][CH2:23][CH2:22]1>>[Cl:1][C:2]1[CH:3]=[C:4]([CH2:17][C:18](=[O:20])[N:21]2[CH2:26][CH2:25][NH:24][CH2:23][CH2:22]2)[C:5]2[C:6]([CH:16]=1)=[C:7]([C:10]1[CH:11]=[CH:12][CH:13]=[CH:14][CH:15]=1)[O:8][N:9]=2. The reactants are acid chloride, ClC=1C=C(C=2C(=C(ON2)C2=CC=CC=C2)C1)CC(=O)O (5-chloro-3-phenyl-2,1-benzisoxazole-7-acetic acid), N1CCNCC1 (piperazine). Procedure details: The title compound is prepared by reacting the acid chloride of 5-chloro-3-phenyl-2,1-benzisoxazole-7-acetic acid with piperazine in an aprotic solvent and washing the reaction mixture with sodium bicarbonate solution. Yields the product ClC=1C=C(C=2C(=C(ON2)C2=CC=CC=C2)C1)CC(N1CCNCC1)=O (5-Chloro-7-[2-oxo-2-(1-piperazinyl)ethyl]-3-phenyl-2,1-benzisoxazole). Reactants: O.NN (hydrazine hydrate), C(#N)C(C(=O)N)=C(SC)SC (2-cyano-3,3-bis(methylthio)acrylamide), amide, NC1=CC=C(C=C1)C(C)=O (4′-aminoacetophenone). Run in CCO (EtOH). Run at temperature 75 celsius. Yields the product C(C)(=O)C1=CC=C(C=C1)NC1=NNC(=C1C(=O)N)N (3-((4-acetylphenyl)amino)-5-amino-1H-pyrazole-4-carboxamide). RXN SMILES: [C:1]([C:3](=[C:7](SC)SC)[C:4]([NH2:6])=[O:5])#[N:2].[NH2:12][C:13]1[CH:18]=[CH:17][C:16]([C:19](=O)[CH3:20])=[CH:15][CH:14]=1.[OH2:22].[NH2:23][NH2:24]>CCO>[C:19]([C:16]1[CH:17]=[CH:18][C:13]([NH:12][C:7]2[C:3]([C:4]([NH2:6])=[O:5])=[C:1]([NH2:2])[NH:24][N:23]=2)=[CH:14][CH:15]=1)(=[O:22])[CH3:20] |f:2.3|. Procedure: Dissolved 0.500 g 2-cyano-3,3-bis(methylthio)acrylamide in 15 mL EtOH and added 4′-aminoacetophenone (1.0 eq.). Stirred reaction at 75 degrees C. until starting amide was absent by HPLC. Once complete (18 hrs), reaction was brought to room temperature and filtered to obtain a light yellow powder as product. Product was allowed to dry under vacuum for 1 hr. Product was then suspended in 10 mL EtOH and hydrazine hydrate (1 eq.) was added dropwise. Reaction was heated at 75° C. until intermediate w... Starting materials: ClC1=CC=C2C=NNC2=C1 (6-chloroindazole), II (iodine). Reagents/catalysts: S(=O)(=O)([O-])[O-].[Ag+2] (silver sulfate). The solvent is C(C)O (ethanol). Conditions: time 2 hour. Yields the product ClC1=CC=C2C(=NNC2=C1)I (6-chloro-3-iodoindazole). As a reaction SMILES: [Cl:1][C:2]1[CH:10]=[C:9]2[C:5]([CH:6]=[N:7][NH:8]2)=[CH:4][CH:3]=1.[I:11]I>C(O)C.S([O-])([O-])(=O)=O.[Ag+2]>[Cl:1][C:2]1[CH:10]=[C:9]2[C:5]([C:6]([I:11])=[N:7][NH:8]2)=[CH:4][CH:3]=1 |f:3.4|. Procedure details: A solution of 6-chloroindazole (1-3, 5.24 g, 34.3 mmol) in ethanol (500 mL) was reacted at the ambient temperature with iodine (8.72 g, 34.3 mmol) in the presence of silver sulfate (10.7 g, 34.3 mmol). After 2 h stirring at the same temperature, all the precipitates were removed by filtration and the filtrate solution was concentrated in vacuo. Trituation with dichloromethane and hexanes gave the desired product as an orange solid (1-4); 1H NMR (400 MHz, DMSO-d6) δ 13.62 (bs, 1H), 7.66 (d, 1H, J... Reactants: COc1ccc([N+](=O)[O-])c(N(C(=O)OC(C)(C)C)C(=O)OC(C)(C)C)c1, C[O-], Cc1ccccc1, CO, [Na+]. Yields the product COc1ccc([N+](=O)[O-])c(NC(=O)OC(C)(C)C)c1. Reaction SMILES: [C:1]([CH3:2])([CH3:3])([CH3:4])[O:5][C:6]([N:7]([C:8]([O:9][C:10]([CH3:11])([CH3:12])[CH3:13])=[O:14])[c:15]1[c:16]([N+:23](=[O:24])[O-:25])[cH:17][cH:18][c:19]([O:21][CH3:22])[cH:20]1)=[O:26].[CH3:27][O-:28].[CH3:30][c:31]1[cH:32][cH:33][cH:34][cH:35][cH:36]1.[CH3:37][OH:38].[Na+:29]>>[C:1]([CH3:2])([CH3:3])([CH3:4])[O:5][C:6]([NH:7][c:15]1[c:16]([N+:23](=[O:24])[O-:25])[cH:17][cH:18][c:19]([O:21][CH3:22])[cH:20]1)=[O:26]. The reactants are BrC1=C2C=NN(C2=CC(=C1)F)C1=CC(=C(C=C1)OCC1=CC=CC=C1)F (4-Bromo-6-fluoro-1-{3-fluoro-4-[(phenylmethyl)oxy]phenyl}-1H-indazole), [OH-].[K+] (potassium hydroxide), Cl (hydrochloric acid). Reagents/catalysts: C=1C=CC(=CC1)/C=C/C(=O)/C=C/C2=CC=CC=C2.C=1C=CC(=CC1)/C=C/C(=O)/C=C/C2=CC=CC=C2.C=1C=CC(=CC1)/C=C/C(=O)/C=C/C2=CC=CC=C2.[Pd].[Pd] (tris(dibenzylideneacetone)dipalladium), CC(C)(C)P(C1=C(C=CC=C1)C1=C(C=C(C=C1C(C)C)C(C)C)C(C)C)C(C)(C)C (bis(1,1-dimethylethyl)[2′,4′,6′-tris(1-methylethyl)-2-biphenylyl]phosphane). Solvent: O1CCOCC1 (dioxane), O (water), C(C)(=O)OCC (ethyl acetate), O (water). Reaction conditions: temperature 90 celsius. Product: FC=1C=C(C=2C=NN(C2C1)C1=CC(=C(C=C1)OCC1=CC=CC=C1)F)O (6-Fluoro-1-{3-fluoro-4-[(phenylmethyl)oxy]phenyl}-1H-indazol-4-ol). The yield is 83.4%. RXN SMILES: Br[C:2]1[CH:10]=[C:9]([F:11])[CH:8]=[C:7]2[C:3]=1[CH:4]=[N:5][N:6]2[C:12]1[CH:17]=[CH:16][C:15]([O:18][CH2:19][C:20]2[CH:25]=[CH:24][CH:23]=[CH:22][CH:21]=2)=[C:14]([F:26])[CH:13]=1.[OH-:27].[K+].Cl>O1CCOCC1.O.C(OCC)(=O)C.C1C=CC(/C=C/C(/C=C/C2C=CC=CC=2)=O)=CC=1.C1C=CC(/C=C/C(/C=C/C2C=CC=CC=2)=O)=CC=1.C1C=CC(/C=C/C(/C=C/C2C=CC=CC=2)=O)=CC=1.[Pd].[Pd].CC(P(C(C)(C)C)C1C=CC=CC=1C1C(C(C)C)=CC(C(C)C)=CC=1C(C)C)(C)C>[F:11][C:9]1[CH:10]=[C:2]([OH:27])[C:3]2[CH:4]=[N:5][N:6]([C:12]3[CH:17]=[CH:16][C:15]([O:18][CH2:19][C:20]4[CH:25]=[CH:24][CH:23]=[CH:22][CH:21]=4)=[C:14]([F:26])[CH:13]=3)[C:7]=2[CH:8]=1 |f:1.2,7.8.9.10.11|. Procedure: To a solution of 4-bromo-6-fluoro-1-{3-fluoro-4-[(phenylmethyl)oxy]phenyl}-1H-indazole (D7) (670 mg, 1.61 mmol) in dioxane (20 mL) and water (20 mL) was added potassium hydroxide (362 mg, 6.46 mmol). The reaction mixture was degassed with argon and then treated with bis(1,1-dimethylethyl)[2′,4′,6′-tris(1-methylethyl)-2-biphenylyl]phosphane (41 mg, 0.097 mmol) and tris(dibenzylideneacetone)dipalladium (0) (30 mg, 0.033 mmol). After heating at 90° C. for 1 hour, the mixture was allowed to cool to ... Starting materials: C(C)OC(C(CC=C)C)=O (ethyl-2-methyl-4-pentenoate), C(C)OC(C(\C=C/C)C)=O (ethyl-2-methyl-cis-3-pentenoate). Reagents/catalysts: [Pd].C(=O)([O-])[O-].[Ca+2] (Pd CaCO3). The product is C(C)OC(C(C=C=C)C)=O (ethyl-2-methyl-3,4-pentadienoate). Reaction SMILES: [CH2:1]([O:3][C:4](=[O:10])[CH:5]([CH3:9])[CH2:6][CH:7]=[CH2:8])[CH3:2].C(OC(=O)C(C)/C=C\C)C>[Pd].C([O-])([O-])=O.[Ca+2]>[CH2:1]([O:3][C:4](=[O:10])[CH:5]([CH3:9])[CH:6]=[C:7]=[CH2:8])[CH3:2] |f:2.3.4|. Procedure details: FIG. 7 is an illustration of the GLC curve for a mixture of ethyl-2-methyl-4-pentenoate and ethyl-2-methyl-cis-3-pentenoate produced by the hydrogenation of ethyl-2-methyl-3,4-pentadienoate with a Pd/CaCO3 catalyst according to Example XVII. The reactants are [Al+3], C1CCOC1, COC(=O)c1ccc2nc(NC(=O)C(F)(F)F)cn2c1, [H-], [H-], [H-], [H-], [Li+]. The product is O=C(Nc1cn2cc(CO)ccc2n1)C(F)(F)F. As a reaction SMILES: [Al+3:22].[CH2:27]1[O:28][CH2:29][CH2:30][CH2:31]1.[F:1][C:2]([C:3](=[O:4])[NH:5][c:6]1[n:7][c:8]2[n:9]([cH:10][c:11]([C:14](=[O:15])[O:16][CH3:17])[cH:12][cH:13]2)[cH:18]1)([F:19])[F:20].[H-:21].[H-:24].[H-:25].[H-:26].[Li+:23]>>[F:1][C:2]([C:3](=[O:4])[NH:5][c:6]1[n:7][c:8]2[n:9]([cH:10][c:11]([CH2:14][OH:15])[cH:12][cH:13]2)[cH:18]1)([F:19])[F:20].